Dataset: the Open Reaction Database (ORD), a public repository of structured organic reaction records. Task: describe an organic reaction: reactants, conditions, products, and yield Starting materials: FC(C=1C=C(C(=O)C2=CC=NC=C2)C=CC1)(F)F (4-(m-trifluoromethylbenzoyl)pyridine), [H][H] (hydrogen), [H][H] (hydrogen). The reagents and catalysts are [Pt]=O (platinum oxide). The solvent is CO (methanol), Cl (hydrochloric acid). Yields the product OC(C1=CC(=CC=C1)C(F)(F)F)C1CCNCC1 (4-(alpha-hydroxy-m-trifluoromethylbenzyl)piperidine). Reaction SMILES: [F:1][C:2]([F:18])([F:17])[C:3]1[CH:4]=[C:5]([CH:14]=[CH:15][CH:16]=1)[C:6]([C:8]1[CH:13]=[CH:12][N:11]=[CH:10][CH:9]=1)=[O:7].[H][H]>CO.Cl.[Pt]=O>[OH:7][CH:6]([CH:8]1[CH2:9][CH2:10][NH:11][CH2:12][CH2:13]1)[C:5]1[CH:14]=[CH:15][CH:16]=[C:3]([C:2]([F:1])([F:17])[F:18])[CH:4]=1. Procedure: A solution of 25.1 g (0.1 mole) of 4-(m-trifluoromethylbenzoyl)pyridine in 150 ml methanol and 10 ml concentrated hydrochloric acid was shaken with one gram of platinum oxide at an initial pressure of fifty psi of hydrogen. The hydrogen uptake was complete in ten hours. The catalyst was filtered off. After removal of the methanol under reduced pressure, the residue was dissolved in water and made basic with sodium hydroxide. Extraction with benzene and concentration of the benzene solution gave ... The reactants are O=C(Cl)c1cccnc1, COc1cc2c(c3c1OC(C)(C)C3)C(c1ccc(N)cc1)=NC(C)(C)C2, CN(C)c1ccncc1, CN(C)C=O, Cl, O. Product: COc1cc2c(c3c1OC(C)(C)C3)C(c1ccc(NC(=O)c3cccnc3)cc1)=NC(C)(C)C2. As a reaction SMILES: [C:2]([c:3]1[cH:4][n:5][cH:6][cH:7][cH:8]1)(=[O:9])[Cl:10].[CH3:11][O:12][c:13]1[cH:14][c:15]2[c:20]([c:21]3[c:22]1[O:23][C:24]([CH3:26])([CH3:27])[CH2:25]3)[C:19]([c:28]1[cH:29][cH:30][c:31]([NH2:34])[cH:32][cH:33]1)=[N:18][C:17]([CH3:35])([CH3:36])[CH2:16]2.[CH3:38][N:39]([CH3:40])[c:41]1[cH:42][cH:43][n:44][cH:45][cH:46]1.[CH3:47][N:48]([CH3:49])[CH:50]=[O:51].[ClH:1].[OH2:37]>>[C:2]([c:3]1[cH:4][n:5][cH:6][cH:7][cH:8]1)(=[O:9])[NH:34][c:31]1[cH:30][cH:29][c:28]([C:19]2=[N:18][C:17]([CH3:35])([CH3:36])[CH2:16][c:15]3[cH:14][c:13]([O:12][CH3:11])[c:22]4[c:21]([c:20]32)[CH2:25][C:24]([CH3:26])([CH3:27])[O:23]4)[cH:33][cH:32]1. Starting materials: NC=1C(=CC(=NC1)N1CCCC1)OC (5-amino-4-methoxy-2-(pyrrolidin-1-yl)pyridine), FC(C=1C=C2C(=NC1)N(C(=C2)C(=O)O)CC2=CC=NC=C2)(F)F (5-trifluoromethyl-1-[(4-pyridyl)methyl]-1H-pyrrolo[2,3-b]pyridine-2-carboxylic acid). Product: COC1=C(C=NC(=C1)N1CCCC1)NC(=O)C1=CC=2C(=NC=C(C2)C(F)(F)F)N1CC1=CC=NC=C1 (N-[4-Methoxy-6-(pyrrolidin-1-yl)pyridin-3-yl]-5-trifluoromethyl-1-[(4-pyridyl)methyl]-1H-pyrrolo[2,3-b]pyridine-2-carboxamide). RXN SMILES: [NH2:1][C:2]1[C:3]([O:13][CH3:14])=[CH:4][C:5]([N:8]2[CH2:12][CH2:11][CH2:10][CH2:9]2)=[N:6][CH:7]=1.[F:15][C:16]([F:37])([F:36])[C:17]1[CH:18]=[C:19]2[CH:25]=[C:24]([C:26](O)=[O:27])[N:23]([CH2:29][C:30]3[CH:35]=[CH:34][N:33]=[CH:32][CH:31]=3)[C:20]2=[N:21][CH:22]=1>>[CH3:14][O:13][C:3]1[CH:4]=[C:5]([N:8]2[CH2:12][CH2:11][CH2:10][CH2:9]2)[N:6]=[CH:7][C:2]=1[NH:1][C:26]([C:24]1[N:23]([CH2:29][C:30]2[CH:35]=[CH:34][N:33]=[CH:32][CH:31]=2)[C:20]2=[N:21][CH:22]=[C:17]([C:16]([F:15])([F:36])[F:37])[CH:18]=[C:19]2[CH:25]=1)=[O:27]. Procedure details: The method described in Example 12.3 is followed, starting from 5-amino-4-methoxy-2-(pyrrolidin-1-yl)pyridine, prepared in the preceding stage, and 5-trifluoromethyl-1-[(4-pyridyl)methyl]-1H-pyrrolo[2,3-b]pyridine-2-carboxylic acid prepared in Stage 9.2. Reactants: CS(=O)(=O)Cl (Methanesulphonyl chloride), N1N=NC2=C1C=CC=C2 (benzotriazole), N1=CC=CC=C1 (pyridine). The solvent is C1(=CC=CC=C1)C (toluene), C1(=CC=CC=C1)C (toluene), C(C)(=O)OCC (ethyl acetate). Conditions: time 20 hour. Yields the product CS(=O)(=O)N1N=NC2=C1C=CC=C2 (1-(methylsulphonyl)-1H-benzotriazole). Yield: 96.3%. Reaction SMILES: [CH3:1][S:2](Cl)(=[O:4])=[O:3].[NH:6]1[C:10]2[CH:11]=[CH:12][CH:13]=[CH:14][C:9]=2[N:8]=[N:7]1.N1C=CC=CC=1>C1(C)C=CC=CC=1.C(OCC)(=O)C>[CH3:1][S:2]([N:6]1[C:10]2[CH:11]=[CH:12][CH:13]=[CH:14][C:9]=2[N:8]=[N:7]1)(=[O:4])=[O:3]. Procedure details: Methanesulphonyl chloride (9.3 ml, 0.12 mol) in toluene (30 ml) was added dropwise to a solution of benzotriazole (11.9 g, 0.1 mol) and pyridine (12 ml, 0.16 mol) in toluene (120 ml). The reaction was stirred at room temperature for 20 h, diluted with ethyl acetate (150 ml), washed with water (2×100 ml), brine (150 ml) and dried (magnesium sulphate). The solvent was evaporated under vacuum to give 1-(methylsulphonyl)-1H-benzotriazole (19 g). NMR: ∂H CDCl3 8.17,(1H, m), 8.02,(1H, m), 7.69,(1H, m)... RXN SMILES: [CH3:1][O:2][C:3]1[CH:4]=[C:5]([CH:11]=[C:12]2[C:16](=[O:17])[C:15]3[CH:18]=[CH:19][C:20]([OH:22])=[CH:21][C:14]=3[O:13]2)[CH:6]=[C:7]([O:9][CH3:10])[CH:8]=1.[C:23](Cl)(=[O:26])[CH2:24][CH3:25].C(OCC)(=O)C>N1C=CC=CC=1>[CH3:10][O:9][C:7]1[CH:6]=[C:5]([CH:11]=[C:12]2[C:16](=[O:17])[C:15]3[CH:18]=[CH:19][C:20]([O:22][C:23](=[O:26])[CH2:24][CH3:25])=[CH:21][C:14]=3[O:13]2)[CH:4]=[C:3]([O:2][CH3:1])[CH:8]=1. The solvent is N1=CC=CC=C1 (pyridine). Starting materials: C(CC)(=O)Cl (propionyl chloride), COC=1C=C(C=C(C1)OC)C=C1OC2=C(C1=O)C=CC(=C2)O (2-[(3,5-dimethoxyphenyl)methylene]-6-hydroxy-3(2H)-benzofuranone), C(C)(=O)OCC (ethyl acetate). Yields the product COC=1C=C(C=C(C1)OC)C=C1OC2=C(C1=O)C=CC(=C2)OC(CC)=O (2-[(3,5-dimethoxyphenyl)methylene]-6-propionyloxy-3(2H)-benzofuranone). Procedure: After 2-[(3,5-dimethoxyphenyl)methylene]-6-hydroxy-3(2H)-benzofuranone 0.525 g was dissolved in pyridine 5 ml, propionyl chloride 0.218 ml was added, and the mixture was refluxed for 1.5 hours. The reaction mixture was cooled to room temperature, ethyl acetate 50 ml was added, and the mixture was washed with 2N-hydrochloric acid 50 ml, saturated sodium bicarbonate solution 50 ml, and a saturated sodium chloride solution 50 ml. The ethyl acetate solution was dehydrated with anhydrous magnesium su...